This data is from the Open Reaction Database (ORD), a public repository of structured organic reaction records. The task is: describe an organic reaction: reactants, conditions, products, and yield The reactants are ClC1=CC=NC2=CC(=CC=C12)C1=C(C=CC=C1)C(F)(F)F (4-chloro-7-(2-trifluoromethyl-phenyl)-quinoline), C(C)(C)(C)C1=CC=C(N)C=C1 (4-(tert-butyl)aniline). The solvent is CC(C)O (2-propanol). Yields the product C(C)(C)(C)C1=CC=C(C=C1)NC1=CC=NC2=CC(=CC=C12)C1=C(C=CC=C1)C(F)(F)F ((4-tert-Butyl-phenyl)-[7-(2-trifluoromethyl-phenyl)-quinolin-4-yl]-amine). As a reaction SMILES: Cl[C:2]1[C:11]2[C:6](=[CH:7][C:8]([C:12]3[CH:17]=[CH:16][CH:15]=[CH:14][C:13]=3[C:18]([F:21])([F:20])[F:19])=[CH:9][CH:10]=2)[N:5]=[CH:4][CH:3]=1.[C:22]([C:26]1[CH:32]=[CH:31][C:29]([NH2:30])=[CH:28][CH:27]=1)([CH3:25])([CH3:24])[CH3:23]>CC(O)C>[C:22]([C:26]1[CH:27]=[CH:28][C:29]([NH:30][C:2]2[C:11]3[C:6](=[CH:7][C:8]([C:12]4[CH:17]=[CH:16][CH:15]=[CH:14][C:13]=4[C:18]([F:21])([F:20])[F:19])=[CH:9][CH:10]=3)[N:5]=[CH:4][CH:3]=2)=[CH:31][CH:32]=1)([CH3:25])([CH3:23])[CH3:24]. Procedure details: Heat a mixture of 4-chloro-7-(2-trifluoromethyl-phenyl)-quinoline (42 mg, 0.14 mmol) and 4-(tert-butyl)aniline (41 mg, 0.29 mmol) in 2-propanol (10 mL) at reflux for 3 hours. Evaporate the mixture, add 1M NaOH (10 mL), extract twice with EtOAc (10 mL each), dry (Na2SO4), and evaporate to provide the crude product. Purify by silica gel chromatography, eluting with 75% hexane-EtOAc to provide (4-tert-Butyl-phenyl)-[7-(2-trifluoromethyl-phenyl)-quinolin-4-yl]-amine as a white solid. Mass spec. 420.... Starting materials: [Si](C)(C)(C(C)(C)C)OCC=1C=C(C=CC1)O (3-({[tert-butyl(dimethyl)silyl]oxy}methyl)phenol), ClC(Cl)(OC(OC(Cl)(Cl)Cl)=O)Cl (triphosgene), N1=CC=CC=C1 (pyridine), CS(=O)(=O)C1=CC=C(C=C1)/C(/CO)=C(/CO)\C1=CC=CC=C1 ((2Z)-2-[4-(methylsulfonyl)phenyl]-3-phenylbut-2-ene-1,4-diol), N1=CC=CC=C1 (pyridine). Solvent: C(Cl)Cl (CH2Cl2), C(Cl)Cl (CH2Cl2). Run at time 15 minute. The product is C(OC1=CC(=CC=C1)CO[Si](C)(C)C(C)(C)C)(OC\C(=C(/CO)\C1=CC=CC=C1)\C1=CC=C(C=C1)S(=O)(=O)C)=O (3-({[tert-butyl(dimethyl)silyl]oxy}methyl)phenyl (2Z)-4-hydroxy-2-[4-(methylsulfonyl)phenyl]-3-phenylbut-2-enyl carbonate). Yield: 42.8%. Reaction SMILES: [Si:1]([O:8][CH2:9][C:10]1[CH:11]=[C:12]([OH:16])[CH:13]=[CH:14][CH:15]=1)([C:4]([CH3:7])([CH3:6])[CH3:5])([CH3:3])[CH3:2].ClC(Cl)(O[C:21](=[O:27])[O:22][C:23](Cl)(Cl)Cl)Cl.N1C=CC=CC=1.[CH3:35][S:36]([C:39]1[CH:44]=[CH:43][C:42](/[C:45](=[C:48](\[C:51]2[CH:56]=[CH:55][CH:54]=[CH:53][CH:52]=2)/[CH2:49][OH:50])/CO)=[CH:41][CH:40]=1)(=[O:38])=[O:37]>C(Cl)Cl>[C:21](=[O:27])([O:22][CH2:23]/[C:45](/[C:42]1[CH:41]=[CH:40][C:39]([S:36]([CH3:35])(=[O:38])=[O:37])=[CH:44][CH:43]=1)=[C:48](/[C:51]1[CH:52]=[CH:53][CH:54]=[CH:55][CH:56]=1)\[CH2:49][OH:50])[O:16][C:12]1[CH:13]=[CH:14][CH:15]=[C:10]([CH2:9][O:8][Si:1]([C:4]([CH3:7])([CH3:6])[CH3:5])([CH3:3])[CH3:2])[CH:11]=1. Procedure details: To a solution of 3.06 g of 3-({[tert-butyl(dimethyl)silyl]oxy}methyl)phenol and 1.50 g of triphosgene in 20 mL of CH2Cl2 cooled at −78° C. was added 1.2 mL of pyridine. The reaction mixture was warmed to rt. After 15–30 min, the white suspension was transferred to a solution containing 5.95 g of (2Z)-2-[4-(methylsulfonyl)phenyl]-3-phenylbut-2-ene-1,4-diol and 1.5 mL of pyridine in 20 mL of CH2Cl2 at rt. The reaction was stirred at rt for 15 min. The reaction was quenched with aqueous 1N HCl, ext...